From a dataset of the Open Reaction Database (ORD), a public repository of structured organic reaction records. describe an organic reaction: reactants, conditions, products, and yield Reaction SMILES: [CH3:18][CH2:19][OH:20].[CH3:1][n:2]1[c:3](=[S:8])[cH:4][cH:5][cH:6][cH:7]1.[Cl:9][CH2:10][c:11]1[cH:12][n:13][cH:14][cH:15][cH:16]1.[ClH:17]>>[CH3:1][n+:2]1[c:3]([S:8][CH2:10][c:11]2[cH:12][n:13][cH:14][cH:15][cH:16]2)[cH:4][cH:5][cH:6][cH:7]1.[Cl-:9]. Starting materials: CCO, Cn1ccccc1=S, ClCc1cccnc1, Cl. Yields the product C[n+]1ccccc1SCc1cccnc1, [Cl-]. Starting materials: Cc1cc(C)c2c(C#N)c(C=CC(=O)O)n(C3CCCc4ccccc43)c2n1, CC1CNCC(C)O1. The product is Cc1cc(C)c2c(C#N)c(C=CC(=O)N3CC(C)OC(C)C3)n(C3CCCc4ccccc43)c2n1. Reaction SMILES: [C:1](#[N:2])[c:3]1[c:4]([CH:24]=[CH:25][C:26](=[O:27])[OH:28])[n:5]([CH:14]2[CH2:15][CH2:16][CH2:17][c:18]3[cH:19][cH:20][cH:21][cH:22][c:23]32)[c:6]2[n:7][c:8]([CH3:13])[cH:9][c:10]([CH3:12])[c:11]12.[CH3:29][CH:30]1[O:31][CH:32]([CH3:36])[CH2:33][NH:34][CH2:35]1>>[C:1](#[N:2])[c:3]1[c:4]([CH:24]=[CH:25][C:26](=[O:27])[N:34]2[CH2:33][CH:32]([CH3:36])[O:31][CH:30]([CH3:29])[CH2:35]2)[n:5]([CH:14]2[CH2:15][CH2:16][CH2:17][c:18]3[cH:19][cH:20][cH:21][cH:22][c:23]32)[c:6]2[n:7][c:8]([CH3:13])[cH:9][c:10]([CH3:12])[c:11]12. Reactants: FC1=CC=C(C=C1)CC1=CN=C2C(=C(C(N(C2=C1)CCCN(C(=O)OCC1=CC=CC=C1)C)=O)C(=O)OCC)O (ethyl 7-[(4-fluorophenyl)methyl]-4-hydroxy-1-[3-(methyl{[(phenylmethyl)oxy]carbonyl}amino)propyl]-2-oxo-1,2-dihydro-1,5-naphthyridine-3-carboxylate), O1C(CCC1)CN ((tetrahydro-2-furanylmethyl)amine). The product is FC1=CC=C(C=C1)CC1=CN=C2C(=C(C(N(C2=C1)CCCN(C(OCC1=CC=CC=C1)=O)C)=O)C(=O)NCC1OCCC1)O (phenylmethyl {3-[7-[(4-fluorophenyl)methyl]-4-hydroxy-2-oxo-3-{[(tetrahydro-2-furanylmethyl)amino]carbonyl}-1,5-naphthyridine-1(2H)-yl]propyl}methylcarbamate). Reaction SMILES: [F:1][C:2]1[CH:7]=[CH:6][C:5]([CH2:8][C:9]2[CH:18]=[C:17]3[C:12]([C:13]([OH:40])=[C:14]([C:35](OCC)=[O:36])[C:15](=[O:34])[N:16]3[CH2:19][CH2:20][CH2:21][N:22]([CH3:33])[C:23]([O:25][CH2:26][C:27]3[CH:32]=[CH:31][CH:30]=[CH:29][CH:28]=3)=[O:24])=[N:11][CH:10]=2)=[CH:4][CH:3]=1.[O:41]1[CH2:45][CH2:44][CH2:43][CH:42]1[CH2:46][NH2:47]>>[F:1][C:2]1[CH:3]=[CH:4][C:5]([CH2:8][C:9]2[CH:18]=[C:17]3[C:12]([C:13]([OH:40])=[C:14]([C:35]([NH:47][CH2:46][CH:42]4[CH2:43][CH2:44][CH2:45][O:41]4)=[O:36])[C:15](=[O:34])[N:16]3[CH2:19][CH2:20][CH2:21][N:22]([CH3:33])[C:23](=[O:24])[O:25][CH2:26][C:27]3[CH:32]=[CH:31][CH:30]=[CH:29][CH:28]=3)=[N:11][CH:10]=2)=[CH:6][CH:7]=1. Reported procedure: This compound was prepared from ethyl 7-[(4-fluorophenyl)methyl]-4-hydroxy-1-[3-(methyl{[(phenylmethyl)oxy]carbonyl}amino)propyl]-2-oxo-1,2-dihydro-1,5-naphthyridine-3-carboxylate and (tetrahydro-2-furanylmethyl)amine using conditions similar to Example 497: ES+ MS: 603 (M+H+).